Task: describe an organic reaction: reactants, conditions, products, and yield. Dataset: the Open Reaction Database (ORD), a public repository of structured organic reaction records RXN SMILES: [CH3:17][N:18]([CH3:19])[CH:20]=[O:21].[Cl:1][c:2]1[n:3][cH:4][c:5]([OH:8])[cH:6][n:7]1.[Cl:9][C:10]([C:11]([O-:12])=[O:13])([F:14])[F:15].[Na+:16].[OH2:22]>>[Cl:1][c:2]1[n:3][cH:4][c:5]([O:8][CH:10]([F:14])[F:15])[cH:6][n:7]1. Starting materials: CN(C)C=O, Oc1cnc(Cl)nc1, O=C([O-])C(F)(F)Cl, [Na+], O. Yields the product FC(F)Oc1cnc(Cl)nc1. Starting materials: COC1=C(C=C(C=C1)N1CCN(CC1)CCC1=CC=CC=C1)C (1-(4-methoxy-3-methylphenyl)-4-phenethylpiperazine), COC=1C=CC(=C(C#N)C1)N1CCC(CC1)C1=CC=CC=C1 (5-methoxy-2-(4-phenylpiperidino)benzonitrile). Product: OC=1C=CC(=C(C#N)C1)N1CCC(CC1)C1=CC=CC=C1 (5-hydroxy-2-(4-phenylpiperidino)benzonitrile). The yield is 44.6%. RXN SMILES: COC1C=CC(N2CCN(CCC3C=CC=CC=3)CC2)=CC=1C.C[O:25][C:26]1[CH:27]=[CH:28][C:29]([N:34]2[CH2:39][CH2:38][CH:37]([C:40]3[CH:45]=[CH:44][CH:43]=[CH:42][CH:41]=3)[CH2:36][CH2:35]2)=[C:30]([CH:33]=1)[C:31]#[N:32]>>[OH:25][C:26]1[CH:27]=[CH:28][C:29]([N:34]2[CH2:39][CH2:38][CH:37]([C:40]3[CH:41]=[CH:42][CH:43]=[CH:44][CH:45]=3)[CH2:36][CH2:35]2)=[C:30]([CH:33]=1)[C:31]#[N:32]. Procedure: Production Example 10 was repeated except that 1-(4-methoxy-3-methylphenyl)-4-phenethylpiperazine was replaced with 5-methoxy-2-(4-phenylpiperidino)benzonitrile (99 mg), and the resulting crude product was purified on TLC (developer, hexane: ethyl acetate=2:1) to provide 5-hydroxy-2-(4-phenylpiperidino)benzonitrile (42 mg).